Dataset: the Open Reaction Database (ORD), a public repository of structured organic reaction records. Task: describe an organic reaction: reactants, conditions, products, and yield Starting materials: CCOCC, OCCCCCCCCCCC=C(F)F, [H-], [H][H], [Na+], C1CCOC1, BrCc1ccccc1. Product: FC(F)=CCCCCCCCCCCOCc1ccccc1. Reaction SMILES: [CH3:33][CH2:34][O:35][CH2:36][CH3:37].[F:3][C:4](=[CH:5][CH2:6][CH2:7][CH2:8][CH2:9][CH2:10][CH2:11][CH2:12][CH2:13][CH2:14][CH2:15][OH:16])[F:17].[H-:1].[H:18][H:19].[Na+:2].[O:28]1[CH2:29][CH2:30][CH2:31][CH2:32]1.[c:20]1([CH2:26][Br:27])[cH:21][cH:22][cH:23][cH:24][cH:25]1>>[F:3][C:4](=[CH:5][CH2:6][CH2:7][CH2:8][CH2:9][CH2:10][CH2:11][CH2:12][CH2:13][CH2:14][CH2:15][O:16][CH2:26][c:20]1[cH:21][cH:22][cH:23][cH:24][cH:25]1)[F:17]. Reactants: ClC1=CC(=C(C=C1)C(C(=O)OCC)[C@H](C(F)(F)F)C)F (ethyl (3R)-2-(4-chloro-2-fluorophenyl)-4,4,4-trifluoro-3-methylbutanoate). As a reaction SMILES: [Cl:1][C:2]1[CH:7]=[CH:6][C:5]([CH:8]([C@@H:14]([CH3:19])[C:15]([F:18])([F:17])[F:16])[C:9]([O:11]CC)=[O:10])=[C:4]([F:20])[CH:3]=1>CO.C1COCC1.O.[OH-].[Na+]>[Cl:1][C:2]1[CH:7]=[CH:6][C:5]([CH:8]([C@@H:14]([CH3:19])[C:15]([F:16])([F:18])[F:17])[C:9]([OH:11])=[O:10])=[C:4]([F:20])[CH:3]=1 |f:4.5|. Run in CO (methanol), C1CCOC1 (THF), O (water), [OH-].[Na+] (sodium hydroxide). Procedure details: 4.26 g (13.6 mmol) of ethyl (3R)-2-(4-chloro-2-fluorophenyl)-4,4,4-trifluoro-3-methylbutanoate (diastereomer mixture) were dissolved in a mixture of 22 ml of methanol, 22 ml of THF and 11 ml of water, and 10.9 g of 50% strength aqueous sodium hydroxide solution were added at 0° C. The reaction mixture was stirred at RT overnight. Most of the organic solvents were then removed under reduced pressure. The mixture that remained was diluted with water and extracted with diethyl ether. After phase se... Reaction conditions: time 8 hour. Yields the product ClC1=CC(=C(C=C1)C(C(=O)O)[C@H](C(F)(F)F)C)F ((3R)-2-(4-Chloro-2-fluorophenyl)-4,4,4-trifluoro-3-methylbutanoic acid). Reaction SMILES: [C:1]([CH3:2])([CH3:3])([CH3:4])[O:5][C:6](=[O:7])[NH:8][CH:9]([CH2:10][SH:11])[C:12](=[O:13])[OH:14].[C:33]([O:34][C:35]([O:36][C:37]([CH3:38])([CH3:39])[CH3:40])=[O:41])(=[O:42])[O:43][C:44]([CH3:45])([CH3:46])[CH3:47].[C:48](=[O:49])([OH:50])[O-:51].[N+:53](=[O:54])([O-:55])[CH:56]=[CH:57][c:58]1[cH:59][s:60][cH:61][cH:62]1.[NH2:15][CH:16]([C:17](=[O:18])[OH:19])[CH2:20][SH:21].[Na+:52].[c:22]1([CH3:23])[cH:24][cH:25][c:26]([S:27]([O-:28])(=[O:29])=[O:30])[cH:31][cH:32]1>>[C:1]([CH3:2])([CH3:3])([CH3:4])[O:5][C:6](=[O:7])[NH:8][CH:9]([CH2:10][S:11][CH:57]([CH2:56][N+:53](=[O:54])[O-:55])[c:58]1[cH:59][s:60][cH:61][cH:62]1)[C:12](=[O:13])[OH:14]. The product is CC(C)(C)OC(=O)NC(CSC(C[N+](=O)[O-])c1ccsc1)C(=O)O. Starting materials: CC(C)(C)OC(=O)NC(CS)C(=O)O, CC(C)(C)OC(=O)OC(=O)OC(C)(C)C, O=C([O-])O, O=[N+]([O-])C=Cc1ccsc1, NC(CS)C(=O)O, [Na+], Cc1ccc(S(=O)(=O)[O-])cc1. Starting materials: CC(=O)[O-], [K+], O=CC=Cc1ccccc1, O. Product: O=CCCc1ccccc1. As a reaction SMILES: [CH3:12][C:13](=[O:14])[O-:15].[K+:11].[O:1]=[CH:2][CH:3]=[CH:4][c:5]1[cH:6][cH:7][cH:8][cH:9][cH:10]1.[OH2:16]>>[O:1]=[CH:2][CH2:3][CH2:4][c:5]1[cH:6][cH:7][cH:8][cH:9][cH:10]1. Reactants: N#N (N2), C1(CC1)N1C=NC2=C1C(=CC(=C2)B2OC(C(O2)(C)C)(C)C)O[C@H](C)[C@@H]2CC(NC2)=O ((R)-4-((R)-1-((1-cyclopropyl-5-(4,4,5,5-tetramethyl-1,3,2-dioxaborolan-2-yl)-1H-benzo[d]imidazol-7-yl)oxy)ethyl)pyrrolidin-2-one), C(C)(C)(C)N1N=C(C=C1)I (1-(tert-butyl)-3-iodo-1H-pyrazole), C(=O)([O-])[O-].[Na+].[Na+] (Na2CO3). The reagents and catalysts are C=1C=CC(=CC1)[P](C=2C=CC=CC2)(C=3C=CC=CC3)[Pd]([P](C=4C=CC=CC4)(C=5C=CC=CC5)C=6C=CC=CC6)([P](C=7C=CC=CC7)(C=8C=CC=CC8)C=9C=CC=CC9)[P](C=1C=CC=CC1)(C=1C=CC=CC1)C=1C=CC=CC1 (Pd(PPh3)4). The solvent is COCCOC (1,2-dimethoxyethane), C(Cl)Cl (DCM). Conditions: temperature 100 celsius. The product is C(C)(C)(C)N1N=C(C=C1)C1=CC2=C(N(C=N2)C2CC2)C(=C1)O[C@H](C)[C@@H]1CC(NC1)=O ((R)-4-((R)-1-((5-(1-(tert-butyl)-1H-pyrazol-3-yl)-1-cyclopropyl-1H-benzo[d]imidazol-7-yl)oxy)ethyl)pyrrolidin-2-one). The yield is 60.2%. Reaction SMILES: [CH:1]1([N:4]2[C:8]3[C:9]([O:22][C@@H:23]([C@H:25]4[CH2:29][NH:28][C:27](=[O:30])[CH2:26]4)[CH3:24])=[CH:10][C:11](B4OC(C)(C)C(C)(C)O4)=[CH:12][C:7]=3[N:6]=[CH:5]2)[CH2:3][CH2:2]1.[C:31]([N:35]1[CH:39]=[CH:38][C:37](I)=[N:36]1)([CH3:34])([CH3:33])[CH3:32].C([O-])([O-])=O.[Na+].[Na+].N#N>C1C=CC([P]([Pd]([P](C2C=CC=CC=2)(C2C=CC=CC=2)C2C=CC=CC=2)([P](C2C=CC=CC=2)(C2C=CC=CC=2)C2C=CC=CC=2)[P](C2C=CC=CC=2)(C2C=CC=CC=2)C2C=CC=CC=2)(C2C=CC=CC=2)C2C=CC=CC=2)=CC=1.C(Cl)Cl.COCCOC>[C:31]([N:35]1[CH:39]=[CH:38][C:37]([C:11]2[CH:10]=[C:9]([O:22][C@@H:23]([C@H:25]3[CH2:29][NH:28][C:27](=[O:30])[CH2:26]3)[CH3:24])[C:8]3[N:4]([CH:1]4[CH2:3][CH2:2]4)[CH:5]=[N:6][C:7]=3[CH:12]=2)=[N:36]1)([CH3:34])([CH3:33])[CH3:32] |f:2.3.4,^1:52,54,73,92|. Procedure details: To a microwave tube equipped with a stirring bar, (R)-4-((R)-1-((1-cyclopropyl-5-(4,4,5,5-tetramethyl-1,3,2-dioxaborolan-2-yl)-1H-benzo[d]imidazol-7-yl)oxy)ethyl)pyrrolidin-2-one: (120 mg, 0.292 mmol), 1-(tert-butyl)-3-iodo-1H-pyrazole (145.9 mg, 0.584 mmol), 1,2-dimethoxyethane (3 mL), 1 N Na2CO3 aqueous solution (0.96 mL, 0.96 mmol) were added, the mixture was bubbled N2 for 5 minutes before Pd(PPh3)4 (33.7 mg, 0.029 mmol) was added. The tube was sealed and heated in an oil bath at 100° C. for... Starting materials: Cc1ccsc1C(N)Cc1ccccc1, CCOC(=O)Cl, ClCCl, [Na+], [Na+], O=C([O-])[O-], O. The product is CCOC(=O)NC(Cc1ccccc1)c1sccc1C. RXN SMILES: [CH3:1][c:2]1[c:3]([CH:7]([CH2:8][c:9]2[cH:10][cH:11][cH:12][cH:13][cH:14]2)[NH2:15])[s:4][cH:5][cH:6]1.[Cl:22][C:23](=[O:24])[O:25][CH2:26][CH3:27].[Cl:28][CH2:29][Cl:30].[Na+:16].[Na+:17].[O-:18][C:19](=[O:20])[O-:21].[OH2:31]>>[CH3:1][c:2]1[c:3]([CH:7]([CH2:8][c:9]2[cH:10][cH:11][cH:12][cH:13][cH:14]2)[NH:15][C:23](=[O:24])[O:25][CH2:26][CH3:27])[s:4][cH:5][cH:6]1. Starting materials: O=S(=O)(Cl)c1ccccc1F, CCCCn1c(=O)n(Cc2ccccc2F)c(=O)c2[nH]c(Cc3ccc(N)cc3)nc21. Product: CCCCn1c(=O)n(Cc2ccccc2F)c(=O)c2[nH]c(Cc3ccc(NS(=O)(=O)c4ccccc4F)cc3)nc21. As a reaction SMILES: [F:32][c:33]1[c:34]([S:39](=[O:40])(=[O:41])[Cl:42])[cH:35][cH:36][cH:37][cH:38]1.[NH2:1][c:2]1[cH:3][cH:4][c:5]([CH2:6][c:7]2[n:8][c:9]3[n:10]([CH2:26][CH2:27][CH2:28][CH3:29])[c:11](=[O:25])[n:12]([CH2:17][c:18]4[c:19]([F:24])[cH:20][cH:21][cH:22][cH:23]4)[c:13](=[O:16])[c:14]3[nH:15]2)[cH:30][cH:31]1>>[NH:1]([c:2]1[cH:3][cH:4][c:5]([CH2:6][c:7]2[n:8][c:9]3[n:10]([CH2:26][CH2:27][CH2:28][CH3:29])[c:11](=[O:25])[n:12]([CH2:17][c:18]4[c:19]([F:24])[cH:20][cH:21][cH:22][cH:23]4)[c:13](=[O:16])[c:14]3[nH:15]2)[cH:30][cH:31]1)[S:39]([c:34]1[c:33]([F:32])[cH:38][cH:37][cH:36][cH:35]1)(=[O:40])=[O:41].